Task: describe an organic reaction: reactants, conditions, products, and yield. Dataset: the Open Reaction Database (ORD), a public repository of structured organic reaction records Reactants: ClC1=CC=C(C=C1)S(=O)(=O)C(C#N)=C(NC=1C=NC=CC1)SC (2-(4-Chloro-phenylsulfonyl)-3-methylsulfanyl-3-(pyridin-3-ylamino)-2-propenenitrile), CC(C(C)(C)C)N (1,2,2-trimethylpropylamine). The product is ClC1=CC=C(C=C1)S(=O)(=O)C(C#N)=C(NC(C(C)(C)C)C)NC=1C=NC=CC1 (2-(4-Chlorophenylsulfonyl)-3-(pyridin-3-ylamino)-3-(1,2,2-trimethylpropylamino)-2-propenenitrile). Isolated yield 58.0%. RXN SMILES: [Cl:1][C:2]1[CH:7]=[CH:6][C:5]([S:8]([C:11](=[C:14](SC)[NH:15][C:16]2[CH:17]=[N:18][CH:19]=[CH:20][CH:21]=2)[C:12]#[N:13])(=[O:10])=[O:9])=[CH:4][CH:3]=1.[CH3:24][CH:25]([NH2:30])[C:26]([CH3:29])([CH3:28])[CH3:27]>>[Cl:1][C:2]1[CH:7]=[CH:6][C:5]([S:8]([C:11](=[C:14]([NH:15][C:16]2[CH:17]=[N:18][CH:19]=[CH:20][CH:21]=2)[NH:30][CH:25]([CH3:24])[C:26]([CH3:29])([CH3:28])[CH3:27])[C:12]#[N:13])(=[O:10])=[O:9])=[CH:4][CH:3]=1. Procedure details: 2-(4-Chloro-phenylsulfonyl)-3-methylsulfanyl-3-(pyridin-3-ylamino)-2-propenenitrile (0.186 g, 0.5 mmol) was stirred in 1,2,2-trimethylpropylamine (1 ml) for 22 h at 100° C. under nitrogen. The reaction mixture was concentrated. The residue was dissolved in DCM, washed with water, dried (sodium sulfate) and concentrated. The crude product was purified by flash chromatography using ethyl acetate as eluent to give 124 mg (58%) of the title compound as a syrup, which could be crystallised from ethyl...